describe an organic reaction: reactants, conditions, products, and yield From a dataset of the Open Reaction Database (ORD), a public repository of structured organic reaction records. The reactants are CS(=O)(=O)OCCC1(CN(CCO1)C(C1=CC(=C(C(=C1)OC)OC)OC)=O)C1=CC(=C(C=C1)Cl)Cl (2-[2-(3,4-dichlorophenyl)-4-(3,4,5-trimethoxybenzoyl)morpholin-2-yl]ethanol methanesulfonate), [I-].[K+] (potassium iodide), Cl.C1(=CC=CC=C1)C1(CCNCC1)C(=O)N (4-phenylpiperidine-4-carboxamide hydrochloride), C(O)([O-])=O.[Na+] (sodium hydrogencarbonate). Run in CN(C=O)C (dimethylformamide), O (water). Reaction conditions: temperature 80 celsius, time 6 hour. The product is ClC=1C=C(C=CC1Cl)C1(CN(CCO1)C(C1=CC(=C(C(=C1)OC)OC)OC)=O)CCN1CCC(CC1)(C(=O)N)C1=CC=CC=C1 (1-{2-[2-(3,4-Dichlorophenyl)-4-(3,4,5-trimethoxybenzoyl)morpholin-2-yl]ethyl}-4-phenylpiperidine-4-carboxamide). Yield: 86.7%. Reaction SMILES: CS(O[CH2:6][CH2:7][C:8]1([C:28]2[CH:33]=[CH:32][C:31]([Cl:34])=[C:30]([Cl:35])[CH:29]=2)[O:13][CH2:12][CH2:11][N:10]([C:14](=[O:27])[C:15]2[CH:20]=[C:19]([O:21][CH3:22])[C:18]([O:23][CH3:24])=[C:17]([O:25][CH3:26])[CH:16]=2)[CH2:9]1)(=O)=O.Cl.[C:37]1([C:43]2([C:49]([NH2:51])=[O:50])[CH2:48][CH2:47][NH:46][CH2:45][CH2:44]2)[CH:42]=[CH:41][CH:40]=[CH:39][CH:38]=1.C(=O)([O-])O.[Na+].[I-].[K+]>CN(C)C=O.O>[Cl:35][C:30]1[CH:29]=[C:28]([C:8]2([CH2:7][CH2:6][N:46]3[CH2:45][CH2:44][C:43]([C:37]4[CH:38]=[CH:39][CH:40]=[CH:41][CH:42]=4)([C:49]([NH2:51])=[O:50])[CH2:48][CH2:47]3)[O:13][CH2:12][CH2:11][N:10]([C:14](=[O:27])[C:15]3[CH:20]=[C:19]([O:21][CH3:22])[C:18]([O:23][CH3:24])=[C:17]([O:25][CH3:26])[CH:16]=3)[CH2:9]2)[CH:33]=[CH:32][C:31]=1[Cl:34] |f:1.2,3.4,5.6|. Procedure: 200 mg (0.36 mmole) of 2-[2-(3,4-dichlorophenyl)-4-(3,4,5-trimethoxybenzoyl)morpholin-2-yl]ethanol methanesulfonate [prepared as described in step (f) above], 105 mg (0.44 mmole) of 4-phenylpiperidine-4-carboxamide hydrochloride, 100 mg (1.19 mmole) of sodium hydrogencarbonate and 100 mg (0.60 mmole) of potassium iodide were suspended in 2 ml of dimethylformamide, and the mixture was then stirred under a stream of nitrogen at 80° C. for 6 hours. The reaction mixture was then poured into water an...